This data is from the Open Reaction Database (ORD), a public repository of structured organic reaction records. The task is: describe an organic reaction: reactants, conditions, products, and yield Reactants: COC1=CC=C(C2=CC=CC=C12)OC=1C=[N+](C=CC1[N+](=O)[O-])[O-] (3-(4-methoxy-1-naphthyloxy)-4-nitropyridine-N-oxide). Reagents/catalysts: O=[Pt]=O (PtO2). Run in C(C)O (ethanol), C(C)O (ethanol). Conditions: time 6 hour. Product: COC1=CC=C(C2=CC=CC=C12)OC=1C=NC=CC1N (3-(4-Methoxy-1-naphthyloxy)-4-pyridinamine). Isolated yield 84.7%. Reaction SMILES: [CH3:1][O:2][C:3]1[C:12]2[C:7](=[CH:8][CH:9]=[CH:10][CH:11]=2)[C:6]([O:13][C:14]2[CH:15]=[N+:16]([O-])[CH:17]=[CH:18][C:19]=2[N+:20]([O-])=O)=[CH:5][CH:4]=1>C(O)C.O=[Pt]=O>[CH3:1][O:2][C:3]1[C:12]2[C:7](=[CH:8][CH:9]=[CH:10][CH:11]=2)[C:6]([O:13][C:14]2[CH:15]=[N:16][CH:17]=[CH:18][C:19]=2[NH2:20])=[CH:5][CH:4]=1. Reported procedure: To a slurry of PtO2 (0.3 g) in 5 ml of ethanol was added 3-(4-methoxy-1-naphthyloxy)-4-nitropyridine-N-oxide (7.2 g) in 245 ml of ethanol. The material was hydrogenated under pressure (50 PSI) by shaking the slurry on a Parr apparatus for six hours. The mixture was filtered and the filtrate concentrated to yield an oil (5.2 g). This oil was eluted with 5% methanol/DCM on a silica gel column via HPLC. The desired fractions were concentrated to yield an oil which solidified on standing (4.36 g). T...